From a dataset of the Open Reaction Database (ORD), a public repository of structured organic reaction records. describe an organic reaction: reactants, conditions, products, and yield Starting materials: BrCC1=C(C(N=C(N1)C=1SC=CN1)C1=C(C=C(C=C1)F)C1=CC=C(C=C1)C(F)(F)F)C(=O)OCC (Ethyl 6-(bromomethyl)-4-(5-fluoro-4′-(trifluoromethyl)-[1,1′-biphenyl]-2-yl)-2-(thiazol-2-yl)-1,4-dihydropyrimidine-5-carboxylate), N1[C@@H](COCC1)C(=O)O ((S)-morpholine-3-carboxylic acid). Product: C(C)OC(=O)C1=C(NC(=NC1C1=C(C=C(C=C1)F)C1=CC=C(C=C1)C(F)(F)F)C=1SC=CN1)CN1[C@@H](COCC1)C(=O)O ((3S)-4-((5-(ethoxycarbonyl)-6-(5-fluoro-4′-(trifluoromethyl)-[1,1′-biphenyl]-2-yl)-2-(thiazol-2-yl)-3,6-dihydropyrimidin-4-yl)methyl)morpholine-3-carboxylic acid). Yield: 50.0%. Reaction SMILES: Br[CH2:2][C:3]1[NH:8][C:7]([C:9]2[S:10][CH:11]=[CH:12][N:13]=2)=[N:6][CH:5]([C:14]2[CH:19]=[CH:18][C:17]([F:20])=[CH:16][C:15]=2[C:21]2[CH:26]=[CH:25][C:24]([C:27]([F:30])([F:29])[F:28])=[CH:23][CH:22]=2)[C:4]=1[C:31]([O:33][CH2:34][CH3:35])=[O:32].[NH:36]1[CH2:41][CH2:40][O:39][CH2:38][C@H:37]1[C:42]([OH:44])=[O:43]>>[CH2:34]([O:33][C:31]([C:4]1[CH:5]([C:14]2[CH:19]=[CH:18][C:17]([F:20])=[CH:16][C:15]=2[C:21]2[CH:22]=[CH:23][C:24]([C:27]([F:28])([F:29])[F:30])=[CH:25][CH:26]=2)[N:6]=[C:7]([C:9]2[S:10][CH:11]=[CH:12][N:13]=2)[NH:8][C:3]=1[CH2:2][N:36]1[CH2:41][CH2:40][O:39][CH2:38][C@H:37]1[C:42]([OH:44])=[O:43])=[O:32])[CH3:35]. Reported procedure: Ethyl 6-(bromomethyl)-4-(5-fluoro-4′-(trifluoromethyl)-[1,1′-biphenyl]-2-yl)-2-(thiazol-2-yl)-1,4-dihydropyrimidine-5-carboxylate (3 g, 5.3 mmol) was reacted with (S)-morpholine-3-carboxylic acid (0.69 g, 5.3 mmol) according to the procedure as described in Example 1, Step C to give the title compound as a yellow solid (1.64 g, 50%). The compound was characterized by the following spectroscopic data: Reactants: C1(=CC=C(C=C1)S(=O)(=O)O)C (4-toluenesulfonic acid), C(C1=CC=CC=C1)OC1=C(C(=C(C=C1)C=1C=NC(=NC1)C=1C=NC(=CC1)OCCCCCC)F)F (5-(4-benzyloxy-2,3-difluorophenyl)-2-(6-hexyloxypyridin-3-yl)pyrimidine), [H][H] (hydrogen). Yields the product FC1=C(C=CC(=C1F)O)C=1C=NC(=NC1)C=1C=NC(=CC1)OCCCCCC (5-(2,3-difluoro-4-hydroxyphenyl)-2-(6-hexyloxypyridin-3-yl)pyrimidine). Solvent: C1CCOC1 (THF). As a reaction SMILES: C1(C)C=CC(S(O)(=O)=O)=CC=1.C([O:19][C:20]1[CH:25]=[CH:24][C:23]([C:26]2[CH:27]=[N:28][C:29]([C:32]3[CH:33]=[N:34][C:35]([O:38][CH2:39][CH2:40][CH2:41][CH2:42][CH2:43][CH3:44])=[CH:36][CH:37]=3)=[N:30][CH:31]=2)=[C:22]([F:45])[C:21]=1[F:46])C1C=CC=CC=1.[H][H]>C1COCC1.[Pd]>[F:45][C:22]1[C:21]([F:46])=[C:20]([OH:19])[CH:25]=[CH:24][C:23]=1[C:26]1[CH:31]=[N:30][C:29]([C:32]2[CH:33]=[N:34][C:35]([O:38][CH2:39][CH2:40][CH2:41][CH2:42][CH2:43][CH3:44])=[CH:36][CH:37]=2)=[N:28][CH:27]=1. The reagents and catalysts are [Pd] (palladium/charcoal). The yield is 74.1%. Procedure: 1.5 g of 10 percent palladium/charcoal and 0.1 g of 4-toluenesulfonic acid are added to a solution of 14 mmol of 5-(4-benzyloxy-2,3-difluorophenyl)-2-(6-hexyloxypyridin-3-yl)pyrimidine in 200 ml of THF. The mixture is stirred at 50° C. under hydrogen in a suitable apparatus until the take-up of hydrogen is complete, the catalyst is filtered off, and the solvent is removed in vacuo. Purification by recrystallization from acetonitrile gives 4.0 g (73%) of a colorless solid, m.p. 150-155° C. The reactants are BrC1=C(C=C(C=C1)O)OC (4-bromo-3-methoxyphenol), C1(=CC=CC=C1)B(O)O (phenylboronic acid), TEA, cupric acetate. The solvent is C(Cl)Cl (DCM). Run at time 48 hour. The product is BrC1=C(C=C(C=C1)OC1=CC=CC=C1)OC (1-Bromo-2-methoxy-4-phenoxybenzene). Reaction SMILES: [Br:1][C:2]1[CH:7]=[CH:6][C:5]([OH:8])=[CH:4][C:3]=1[O:9][CH3:10].[C:11]1(B(O)O)[CH:16]=[CH:15][CH:14]=[CH:13][CH:12]=1>C(Cl)Cl>[Br:1][C:2]1[CH:7]=[CH:6][C:5]([O:8][C:11]2[CH:16]=[CH:15][CH:14]=[CH:13][CH:12]=2)=[CH:4][C:3]=1[O:9][CH3:10]. Procedure: 4-bromo-3-methoxyphenol (2.0 g, 0.0098 mol), phenylboronic acid (3.0 g, 0.025 mol), TEA (8.2 mL, 0.059 mol), cupric acetate (2.9 g, 0.016 mol) and DCM (100 mL) were added to a 100 mL oven dried flask and the reaction was stirred at rt for 48 h. Reaction mixture was then filtered through celite. The filtrate was concentrated in vacuo to give a residue which was purified by silica gel chromatography, eluting with 5% EtOAc in hexane. 1H NMR (400 MHz, CDCl3): δ=3.81 (s, 3H), 6.45 (dd, J=8.72, 2.65 H... Yields the product OC1=CC=C(OCCCCCCCCCCC(=O)O)C=C1 (11-(p-hydroxyphenoxy)undecanoic acid). RXN SMILES: [OH:1][C:2]1[CH:23]=[CH:22][C:5]([O:6][CH2:7][CH2:8][CH2:9][CH2:10][CH2:11][CH2:12][CH2:13][CH2:14][CH2:15][CH2:16][C:17]([O:19]CC)=[O:18])=[CH:4][CH:3]=1.[OH-].[Na+]>C(O)C>[OH:1][C:2]1[CH:3]=[CH:4][C:5]([O:6][CH2:7][CH2:8][CH2:9][CH2:10][CH2:11][CH2:12][CH2:13][CH2:14][CH2:15][CH2:16][C:17]([OH:19])=[O:18])=[CH:22][CH:23]=1 |f:1.2|. The yield is 68.7%. Run in C(C)O (ethanol). Reactants: OC1=CC=C(OCCCCCCCCCCC(=O)OCC)C=C1 (ethyl 11-(p-hydroxyphenoxy)undecanoate), [OH-].[Na+] (sodium hydroxide). Procedure: In a 500 ml flask equipped with a stirrer and a condenser were charged 32.2 g of ethyl 11-(p-hydroxyphenoxy)undecanoate synthesized in Synthetic example 2, 100 g of a 10% aqueous sodium hydroxide solution and 100 ml of ethanol, and the mixture was refluxed for 2 hours. After completion of the reaction, the reaction mixture was concentrated, poured into 600 ml of a 2% aqueous hydrochloric acid solution and precipitated crystals were collected by filtration. The resulting crystals were washed with... Reactants: CN1N=C(C(=C1O)SC1=C(C=CC=C1)Cl)C (1,3-dimethyl-4-(2-chlorophenylthio)-5-hydroxypyrazole), ClC1=NC=CC(=N1)Cl (2,4-dichloropyrimidine), C([O-])([O-])=O.[K+].[K+] (potassium carbonate), O (water). The solvent is C(C)#N (acetonitrile). The product is CN1N=C(C(=C1OC1=NC(=NC=C1)Cl)SC1=C(C=CC=C1)Cl)C (1,3-dimethyl-4-(2-chlorophenylthio)-5-(2-chloropyrimidine-4-yloxy)pyrazole). The yield is 76.2%. Reaction SMILES: [CH3:1][N:2]1[C:6]([OH:7])=[C:5]([S:8][C:9]2[CH:14]=[CH:13][CH:12]=[CH:11][C:10]=2[Cl:15])[C:4]([CH3:16])=[N:3]1.[Cl:17][C:18]1[N:23]=[C:22](Cl)[CH:21]=[CH:20][N:19]=1.C(=O)([O-])[O-].[K+].[K+].O>C(#N)C>[CH3:1][N:2]1[C:6]([O:7][C:20]2[CH:21]=[CH:22][N:23]=[C:18]([Cl:17])[N:19]=2)=[C:5]([S:8][C:9]2[CH:14]=[CH:13][CH:12]=[CH:11][C:10]=2[Cl:15])[C:4]([CH3:16])=[N:3]1 |f:2.3.4|. Procedure details: A mixture of 2.4 g (10 mmol) of 1,3-dimethyl-4-(2-chlorophenylthio)-5-hydroxypyrazole, 1.5 g (10 mmol) of 2,4-dichloropyrimidine and 1.5 g (11 mmol) of potassium carbonate was refluxed for 1 hour in 10 ml of acetonitrile. After completing the reaction, the reaction mixture was poured into water, extracted with ethyl acetate and dried. Then the organic layer was concentrated. The residue was purified by means of silica gel column chromatography (developing solution: ethyl acetate-hexane (3:1 v/v)... Solvent: C1CCOC1 (THF). The product is CC(C)OC1=C(C=CC2=CC=C(C=C12)OC(C)C)C(=O)N (1,7-bis-(1-methylethoxy)-2-naphthalenecarboxamide). Reaction conditions: time 30 minute. RXN SMILES: [CH3:1][CH:2]([O:4][C:5]1[C:14]2[C:9](=[CH:10][CH:11]=[C:12]([O:15][CH:16]([CH3:18])[CH3:17])[CH:13]=2)[CH:8]=[CH:7][C:6]=1[C:19]([OH:21])=O)[CH3:3].C1N=C[N:24](C(N2C=NC=C2)=O)C=1.[NH4+].[OH-].C(OCC)(=O)C>C1COCC1>[CH3:1][CH:2]([O:4][C:5]1[C:14]2[C:9](=[CH:10][CH:11]=[C:12]([O:15][CH:16]([CH3:18])[CH3:17])[CH:13]=2)[CH:8]=[CH:7][C:6]=1[C:19]([NH2:24])=[O:21])[CH3:3] |f:2.3|. The reactants are CC(C)OC1=C(C=CC2=CC=C(C=C12)OC(C)C)C(=O)O (1,7-bis-(1-methylethoxy)-2-naphthalenecarboxylic acid), C1=CN(C=N1)C(=O)N2C=CN=C2 (N,N-carbonyldiimidazole), C(C)(=O)OCC (ethyl acetate), [NH4+].[OH-] (NH4OH). Isolated yield 40.0%. Reported procedure: To a room temperature solution of 1,7-bis-(1-methylethoxy)-2-naphthalenecarboxylic acid (200 mg, 0.69 mmol) in 10 mL of THF is added N,N-carbonyldiimidazole (135 mg, 0.83 mmol). The solution is heated at reflux for 1 hour and cooled to room temperature. Aqueous NH4OH (4 mL) is added and the reaction mixture is stirred at room temperature for 30 minutes, then poured into ethyl acetate, and washed with aqueous NaHCO3 and brine. The organic layer is dried over MgSO4, filtered, and concentrated in v... The reactants are C(C1=CC=CC=C1)OC=1C=C(C=CC1OC)[C@H]1[C@H](C2=CC(=C(C=C2)OC)OCC2=CC=CC=C2)O1 (rel-(S,S)-3,3'-dibenzyloxy-4,4'-dimethoxystilbene oxide), N (ammonia). The product is C(C1=CC=CC=C1)OC=1C=C(C=CC1OC)[C@@H]([C@H](N)C1=CC(=C(C=C1)OC)OCC1=CC=CC=C1)O (rel-(1S,2R)-1,2-bis(3'-Benzyloxy-4'-methoxyphenyl)-2-aminoethanol). Reaction SMILES: [CH2:1]([O:8][C:9]1[CH:10]=[C:11]([C@@H:17]2[O:35][C@H:18]2[C:19]2[CH:24]=[CH:23][C:22]([O:25][CH3:26])=[C:21]([O:27][CH2:28][C:29]3[CH:34]=[CH:33][CH:32]=[CH:31][CH:30]=3)[CH:20]=2)[CH:12]=[CH:13][C:14]=1[O:15][CH3:16])[C:2]1[CH:7]=[CH:6][CH:5]=[CH:4][CH:3]=1.[NH3:36]>>[CH2:1]([O:8][C:9]1[CH:10]=[C:11]([C@H:17]([OH:35])[C@@H:18]([C:19]2[CH:24]=[CH:23][C:22]([O:25][CH3:26])=[C:21]([O:27][CH2:28][C:29]3[CH:34]=[CH:33][CH:32]=[CH:31][CH:30]=3)[CH:20]=2)[NH2:36])[CH:12]=[CH:13][C:14]=1[O:15][CH3:16])[C:2]1[CH:7]=[CH:6][CH:5]=[CH:4][CH:3]=1. Reported procedure: Mixture: 1.0 g (2.1 mmol) of rel-(S,S)-3,3'-dibenzyloxy-4,4'-dimethoxystilbene oxide, 15 ml of EtoH, abs., 15 ml of ammonia. Reactants: CO[C@@H]1COCC[C@@H]1N[C@H]1C[C@]2([C@H](CNC2)C1)C(=O)N1CC=2C=C(C=NC2CC1)C(F)(F)F (((3aR,5R,6aR)-5-(((3S*,4S*)-3-Methoxytetrahydro-2H-pyran-4-yl)amino)octahydro-cyclopenta[c]pyrrol-3a-yl)(3-(trifluoromethyl)-7,8-dihydro-1,6-naphthyridin-6(5H)-yl)methanone), TEA, ClC(=O)OCC(C)C (isobutyl chloroformate). Solvent: C(Cl)Cl (DCM). Run at temperature 0 celsius, time 8 hour. Product: N (NH3), CO[C@@H]1COCC[C@@H]1N[C@H]1C[C@]2([C@H](CN(C2)C(=O)OCC(C)C)C1)C(=O)N1CC=2C=C(C=NC2CC1)C(F)(F)F ((3aR,5R,6aR)-Isobutyl 5-(((3S*,4S*)-3-methoxytetrahydro-2H-pyran-4-yl)amino)-3a-(3-(trifluoromethyl)-5,6,7,8-tetrahydro-1,6-naphthyridine-6-carbonyl)hexahydro-cyclopenta[c]pyrrole-2(1H)-carboxylate). Isolated yield 5.0%. RXN SMILES: [CH3:1][O:2][C@H:3]1[C@@H:8]([NH:9][C@@H:10]2[CH2:17][C@H:13]3[CH2:14][NH:15][CH2:16][C@@:12]3([C:18]([N:20]3[CH2:29][CH2:28][C:27]4[N:26]=[CH:25][C:24]([C:30]([F:33])([F:32])[F:31])=[CH:23][C:22]=4[CH2:21]3)=[O:19])[CH2:11]2)[CH2:7][CH2:6][O:5][CH2:4]1.Cl[C:35]([O:37][CH2:38][CH:39]([CH3:41])[CH3:40])=[O:36]>C(Cl)Cl>[NH3:9].[CH3:1][O:2][C@H:3]1[C@@H:8]([NH:9][C@@H:10]2[CH2:17][C@H:13]3[CH2:14][N:15]([C:35]([O:37][CH2:38][CH:39]([CH3:41])[CH3:40])=[O:36])[CH2:16][C@@:12]3([C:18]([N:20]3[CH2:29][CH2:28][C:27]4[N:26]=[CH:25][C:24]([C:30]([F:33])([F:31])[F:32])=[CH:23][C:22]=4[CH2:21]3)=[O:19])[CH2:11]2)[CH2:7][CH2:6][O:5][CH2:4]1. Procedure: To a solution of Example 1 (0.1 g, 0.213 mmol) and TEA (0.12 mL, 0.854 mmol) in DCM (2.6 mL) at 0° C. was added isobutyl chloroformate (0.086 mL, 0.64 mmol). The mixture was stirred at 0° C. for 30 min and at rt overnight. The reaction was quenched by addition of saturated aqueous NaHCO3 solution, extracted with DCM, dried over Na2SO4. Purification by CombiFlash (eluent: 5% methanol in DCM, then 5% 7N NH3 in methanol in DCM) gave the title compound as a white solid. 1H-NMR (400 MHz, CDCl3): δ 0....